Dataset: the Open Reaction Database (ORD), a public repository of structured organic reaction records. Task: describe an organic reaction: reactants, conditions, products, and yield The reagents and catalysts are [Pd] (Pd on carbon). Run in C(C)O (ethanol). The reactants are C(CCC)OC1=NC=C(C=C1C=1NC(C=2C(N1)=C(N(N2)CCOC)CC)=O)C=2OC=CC2 (5-[2-Butoxy-5-(2-furyl)-3-pyridinyl]-3-ethyl-2-(2-methoxyethyl)-2,6-dihydro-7H-pyrazolo[4,3-d]pyrimidin-7-one), [H][H] (hydrogen). RXN SMILES: [CH2:1]([O:5][C:6]1[C:11]([C:12]2[NH:13][C:14](=[O:27])[C:15]3[C:16](=[C:18]([CH2:25][CH3:26])[N:19]([CH2:21][CH2:22][O:23][CH3:24])[N:20]=3)[N:17]=2)=[CH:10][C:9]([C:28]2[O:29][CH:30]=[CH:31][CH:32]=2)=[CH:8][N:7]=1)[CH2:2][CH2:3][CH3:4].[H][H]>C(O)C.[Pd]>[CH2:1]([O:5][C:6]1[C:11]([C:12]2[NH:13][C:14](=[O:27])[C:15]3[C:16](=[C:18]([CH2:25][CH3:26])[N:19]([CH2:21][CH2:22][O:23][CH3:24])[N:20]=3)[N:17]=2)=[CH:10][C:9]([CH:28]2[CH2:32][CH2:31][CH2:30][O:29]2)=[CH:8][N:7]=1)[CH2:2][CH2:3][CH3:4]. Reported procedure: A solution of the title compound from example 12 (50 mg, 0.11 mmol) in ethanol (10 ml) was charged with 10% Pd on carbon (15 mg) and stirred at room temperature for 6 h under 60 psi of hydrogen. After removal of the catalyst by filtration, the reaction mixture was concentrated in vacuo and purified by column chromatography (eluting with methylene chloride to 98:2 methylene chloride:methanol) to afford the title compound as a white solid after precipitation from diethyl ether (15 mg, 0.03 mmol). Yields the product C(CCC)OC1=NC=C(C=C1C=1NC(C=2C(N1)=C(N(N2)CCOC)CC)=O)C2OCCC2 (5-(2-Butoxy-5-tetrahydro-2-furanyl-3-pyridinyl)-3-ethyl-2-(2-methoxyethyl)-2,6-dihydro-7H-pyrazolo[4,3-d]pyrimidin-7-one). Reactants: C[O-].[Na+] (sodium methoxide), C(#N)C1=CC(=NC=C1)C (4-cyano-2-picoline), [Cl-].[NH4+] (ammonium chloride). The solvent is CO (methanol). Conditions: time 8 hour. Yields the product Cl.CC1=NC=CC(=C1)C(N)=N (2-Methyl-4-pyridinecarboximidamide, hydrochloride). RXN SMILES: [C:1]([C:3]1[CH:8]=[CH:7][N:6]=[C:5]([CH3:9])[CH:4]=1)#[N:2].C[O-].[Na+].[Cl-:13].[NH4+:14]>CO>[ClH:13].[CH3:9][C:5]1[CH:4]=[C:3]([C:1](=[NH:14])[NH2:2])[CH:8]=[CH:7][N:6]=1 |f:1.2,3.4,6.7|. Procedure: A 17.2 g portion of 4-cyano-2-picoline [E. Ochiai and I. Suzuki, Pharm. Bull. (Japan), 2, 147 (1954)] was dissolved in 150 ml of methanol, 756 mg of sodium methoxide was added and the mixture was stirred overnight. A 7.9 g portion of ammonium chloride was added and the mixture was heated to reflux, then cooled to room temperature, giving 15 g of the desired compound, mp 168°-178° C. Reactants: CC1=C(N=C(S1)C1=CC=CC=C1)COC1=CC=C(C=N1)COC1=C(C=CC=C1)CC(=O)OC (methyl 2-[2-[[6-[(5-methyl-2-phenyl-4-thiazolyl)methoxy]-3-pyridyl]methoxy]-phenyl]acetate), O1CCCC1 (tetrahydrofuran), [OH-].[Na+] (sodium hydroxide), Cl (Hydrochloric acid). The solvent is CO (methanol), O (water). Conditions: temperature 50 celsius, time 2 hour. The product is CC1=C(N=C(S1)C1=CC=CC=C1)COC1=CC=C(C=N1)COC1=C(C=CC=C1)CC(=O)O (2-[2-[[6-[(5-methyl-2-phenyl-4-thiazolyl)methoxy]-3-pyridyl]methoxy]phenyl]acetic acid). Yield: 89.4%. RXN SMILES: [CH3:1][C:2]1[S:6][C:5]([C:7]2[CH:12]=[CH:11][CH:10]=[CH:9][CH:8]=2)=[N:4][C:3]=1[CH2:13][O:14][C:15]1[N:20]=[CH:19][C:18]([CH2:21][O:22][C:23]2[CH:28]=[CH:27][CH:26]=[CH:25][C:24]=2[CH2:29][C:30]([O:32]C)=[O:31])=[CH:17][CH:16]=1.O1CCCC1.[OH-].[Na+].Cl>O.CO>[CH3:1][C:2]1[S:6][C:5]([C:7]2[CH:8]=[CH:9][CH:10]=[CH:11][CH:12]=2)=[N:4][C:3]=1[CH2:13][O:14][C:15]1[N:20]=[CH:19][C:18]([CH2:21][O:22][C:23]2[CH:28]=[CH:27][CH:26]=[CH:25][C:24]=2[CH2:29][C:30]([OH:32])=[O:31])=[CH:17][CH:16]=1 |f:2.3|. Procedure: To a mixture of methyl 2-[2-[[6-[(5-methyl-2-phenyl-4-thiazolyl)methoxy]-3-pyridyl]methoxy]-phenyl]acetate (1.05 g), tetrahydrofuran (5 mL) and methanol (5 mL) was added a 1N aqueous sodium hydroxide solution (5 mL) and the mixture was stirred at 50° C. for 2 hrs. 1N Hydrochloric acid (5 mL) and water were added to the reaction mixture, and the precipitated crystals were collected by filtration and dried with air to give crystals (0.91 g, 88%) of 2-[2-[[6-[(5-methyl-2-phenyl-4-thiazolyl)methoxy]... Reactants: ClC1=NC(=C(C2=CC(=CC=C12)OC(C)C)O)C(=O)O (1-chloro-4-hydroxy-6-isopropoxy-isoquinoline-3-carboxylic acid), Cl.C(C)(C)(C)OC([C@H](COC(C)(C)C)N)=O ((S)-2-amino-3-tert-butoxy-propionic acid tert-butyl ester hydrochloride). The product is ClC1=NC(=C(C2=CC(=CC=C12)OC(C)C)O)C(=O)N[C@H](C(=O)O)CO ((S)-2-[(1-Chloro-4-hydroxy-6-isopropoxy-isoquinoline-3-carbonyl)-amino]-3-hydroxy-propionic acid). RXN SMILES: [Cl:1][C:2]1[C:11]2[C:6](=[CH:7][C:8]([O:12][CH:13]([CH3:15])[CH3:14])=[CH:9][CH:10]=2)[C:5]([OH:16])=[C:4]([C:17]([OH:19])=O)[N:3]=1.Cl.C([O:25][C:26](=[O:35])[C@@H:27]([NH2:34])[CH2:28][O:29]C(C)(C)C)(C)(C)C>>[Cl:1][C:2]1[C:11]2[C:6](=[CH:7][C:8]([O:12][CH:13]([CH3:14])[CH3:15])=[CH:9][CH:10]=2)[C:5]([OH:16])=[C:4]([C:17]([NH:34][C@@H:27]([CH2:28][OH:29])[C:26]([OH:35])=[O:25])=[O:19])[N:3]=1 |f:1.2|. Reported procedure: Prepared in analogy to Example A-2 e) and f) from 1-chloro-4-hydroxy-6-isopropoxy-isoquinoline-3-carboxylic acid (can be obtained according to U.S. Pat. No. 6,093,730, October 1998, Weidmann et al.) and (S)-2-amino-3-tert-butoxy-propionic acid tert-butyl ester hydrochloride; MS-(+)-ion: M+1=369.0 amu.